This data is from the Open Reaction Database (ORD), a public repository of structured organic reaction records. The task is: describe an organic reaction: reactants, conditions, products, and yield Reactants: BrCCCC#N (4-bromobutyronitrile), C1=CC=CC=2C3=CC=CC=C3CC12 (fluorene), C(CCC)[Li] (n-butyllithium), solution. The solvent is C1CCOC1 (THF), C1CCOC1 (THF), hexanes. Reaction conditions: time 15 minute. Yields the product C1=CC=CC=2C3=CC=CC=C3C(C12)CCCC#N (4-(9H-Fluoren-9-yl)butyronitrile). Yield: 69.4%. Reaction SMILES: [CH:1]1[C:13]2[CH2:12][C:11]3[C:6](=[CH:7][CH:8]=[CH:9][CH:10]=3)[C:5]=2[CH:4]=[CH:3][CH:2]=1.C([Li])CCC.Br[CH2:20][CH2:21][CH2:22][C:23]#[N:24]>C1COCC1>[CH:1]1[C:13]2[CH:12]([CH2:20][CH2:21][CH2:22][C:23]#[N:24])[C:11]3[C:6](=[CH:7][CH:8]=[CH:9][CH:10]=3)[C:5]=2[CH:4]=[CH:3][CH:2]=1. Reported procedure: A solution of fluorene (5.04 g; 30.32 mmol) in THF (50 mL) was cooled to 0° C. and treated with n-butyllithium (12.13 mL of a 2.5M solution in hexanes; 30.32 mmol). After stirring the red anion mixture for 15 minutes, 4-bromobutyronitrile (4.86 g; 31.84 mmol) in 20 mL of THF was added via syringe, and the mixture was stirred overnight. It was quenched with 100 mL of saturated ammonium chloride and extracted into ethyl acetate (2×75 mL); the organic portions were washed with brine, dried and conc... Starting materials: Cl.C(CCC)C1=CC=C(C=C1)NC1=CC=NC2=C(C=CC=C12)OC (N-(4-butylphenyl)-8-methoxyquinolin-4-amine hydrochloride), C1(=CC=CC=C1)C (toluene), [Cl-].[Al+3].[Cl-].[Cl-] (aluminum chloride). Run in O (water). The product is O.Cl.C(CCC)C1=CC=C(C=C1)NC1=CC=NC2=C(C=CC=C12)O (4-(4-Butylphenylamino)quinolin-8-ol Hydrochloride Hydrate). The yield is 67.6%. Reaction SMILES: [ClH:1].[CH2:2]([C:6]1[CH:11]=[CH:10][C:9]([NH:12][C:13]2[C:22]3[C:17](=[C:18]([O:23]C)[CH:19]=[CH:20][CH:21]=3)[N:16]=[CH:15][CH:14]=2)=[CH:8][CH:7]=1)[CH2:3][CH2:4][CH3:5].C1(C)C=CC=CC=1.[Cl-].[Al+3].[Cl-].[Cl-]>O>[OH2:23].[ClH:1].[CH2:2]([C:6]1[CH:11]=[CH:10][C:9]([NH:12][C:13]2[C:22]3[C:17](=[C:18]([OH:23])[CH:19]=[CH:20][CH:21]=3)[N:16]=[CH:15][CH:14]=2)=[CH:8][CH:7]=1)[CH2:3][CH2:4][CH3:5] |f:0.1,3.4.5.6,8.9.10|. Procedure details: In a flame dried single-neck round bottom flask equipped with a Dean-Stark trap and a condenser, a solution of 1.0 g (2.9 mmol) of N-(4-butylphenyl)-8-methoxyquinolin-4-amine hydrochloride and 20 mL of toluene was treated with 1.9 g (14.5 mmol) of anhydrous aluminum chloride. This was heated under reflux for five hours, and then allowed to cool to room temperature. The reaction solution was treated dropwise with water until a sticky solid formed. Work-up of the mixture eventually afforded mg of ... Starting materials: [N+](=O)([O-])NC1=NC=C(C(N1)=O)CC=1C=NC(=CC1)C (2-nitroamino-5-(6-methyl-3-pyridylmethyl)-4-pyrimidone), CN(C)CC=1C=C(CSCCN)C=CC1 (2-[3-(dimethylaminomethyl)benzylthio]ethylamine). Run in C(C)O (ethanol). Yields the product CN(C)CC=1C=C(CSCCNC2=NC=C(C(N2)=O)CC=2C=NC(=CC2)C)C=CC1 (2-[2-[3-(dimethylaminomethyl)benzylthio]ethylamino]-5-(6-methyl-3-pyridylmethyl)-4-pyrimidone). RXN SMILES: [N+]([NH:4][C:5]1[NH:10][C:9](=[O:11])[C:8]([CH2:12][C:13]2[CH:14]=[N:15][C:16]([CH3:19])=[CH:17][CH:18]=2)=[CH:7][N:6]=1)([O-])=O.[CH3:20][N:21]([CH2:23][C:24]1[CH:25]=[C:26]([CH:32]=[CH:33][CH:34]=1)[CH2:27][S:28][CH2:29][CH2:30]N)[CH3:22]>C(O)C>[CH3:20][N:21]([CH2:23][C:24]1[CH:25]=[C:26]([CH:32]=[CH:33][CH:34]=1)[CH2:27][S:28][CH2:29][CH2:30][NH:4][C:5]1[NH:10][C:9](=[O:11])[C:8]([CH2:12][C:13]2[CH:14]=[N:15][C:16]([CH3:19])=[CH:17][CH:18]=2)=[CH:7][N:6]=1)[CH3:22]. Procedure: A mixture of 2-nitroamino-5-(6-methyl-3-pyridylmethyl)-4-pyrimidone (1.0 g),2-[3-(dimethylaminomethyl)benzylthio]ethylamine (1.30 g, 1.5 equivalents) and ethanol (3 ml) was heated under reflux for 29 hours and evaporated to dryness. The residue was dissolved in water and the solution was adjusted to pH13 and extracted with ether (which was discarded). The aqueous phase was adjusted to pH 10.5 with hydrochloric acid and the solution was extracted with ether and chloroform. The combined organic ex... The reactants are Cl (HCl), CO (MeOH), N1C(=NC=C1)C1CN(CCC1)C(=O)OCC1=CC=CC=C1 (benzyl 3-(1H-imidazol-2-yl)piperidine-1-carboxylate), C(Cl)Cl (DCM). The solvent is O1CCOCC1 (dioxane), O1CCOCC1 (dioxane). Run at temperature 70 celsius, time 4 hour. The product is Cl.N1C(=NC=C1)C1CNCCC1 (3-(1H-imidazol-2-yl)piperidine hydrochloride). As a reaction SMILES: [NH:1]1[CH:5]=[CH:4][N:3]=[C:2]1[CH:6]1[CH2:11][CH2:10][CH2:9][N:8](C(OCC2C=CC=CC=2)=O)[CH2:7]1.Cl.C(Cl)[Cl:24].CO>O1CCOCC1>[ClH:24].[NH:1]1[CH:5]=[CH:4][N:3]=[C:2]1[CH:6]1[CH2:11][CH2:10][CH2:9][NH:8][CH2:7]1 |f:5.6|. Reported procedure: A 250-mL round-bottomed flask was charged with a solution of benzyl 3-(1H-imidazol-2-yl)piperidine-1-carboxylate (1.5 g, 5.26 mmol, 1.00 equiv) in dioxane (15 mL). To this was added conc. HCl (9 mL). The resulting mixture was stirred for 4 hours at 70° C. in an oil bath. The reaction progress was monitored by TLC (DCM: MeOH=10:1). Upon completion, the resulting solution was diluted with dioxane (10 mL) and concentrated on a rotary evaporator affording 3-(1H-imidazol-2-yl)piperidine hydrochloride... Reactants: [Br-], CC(=O)C1CC(NC(=O)OC(C)(C)C)CCC1NC(=O)OCc1ccccc1, C1CCOC1, C[Si](C)(C)[N-][Si](C)(C)C, C[P+](c1ccccc1)(c1ccccc1)c1ccccc1, Cc1ccccc1, [K+]. Product: C=C(C)C1CC(NC(=O)OC(C)(C)C)CCC1NC(=O)OCc1ccccc1. Reaction SMILES: [Br-:39].[C:11]([CH3:12])([CH3:13])([CH3:14])[O:15][C:16]([NH:17][CH:18]1[CH2:19][CH:20]([C:35]([CH3:36])=[O:37])[CH:21]([NH:24][C:25](=[O:26])[O:27][CH2:28][c:29]2[cH:30][cH:31][cH:32][cH:33][cH:34]2)[CH2:22][CH2:23]1)=[O:38].[CH2:60]1[O:61][CH2:62][CH2:63][CH2:64]1.[CH3:1][Si:2]([N-:3][Si:4]([CH3:5])([CH3:6])[CH3:7])([CH3:8])[CH3:9].[CH3:40][P+:41]([c:42]1[cH:43][cH:44][cH:45][cH:46][cH:47]1)([c:48]1[cH:49][cH:50][cH:51][cH:52][cH:53]1)[c:54]1[cH:55][cH:56][cH:57][cH:58][cH:59]1.[CH3:65][c:66]1[cH:67][cH:68][cH:69][cH:70][cH:71]1.[K+:10]>>[CH2:1]=[C:35]([CH:20]1[CH2:19][CH:18]([NH:17][C:16]([O:15][C:11]([CH3:12])([CH3:13])[CH3:14])=[O:38])[CH2:23][CH2:22][CH:21]1[NH:24][C:25](=[O:26])[O:27][CH2:28][c:29]1[cH:30][cH:31][cH:32][cH:33][cH:34]1)[CH3:36]. Starting materials: Clc1ccccc1-c1ccc(Br)cc1, CCI, I, [Mg]. Product: [Br-], [Mg+]c1ccc(-c2ccccc2Cl)cc1. RXN SMILES: [Br:1][c:2]1[cH:3][cH:4][c:5](-[c:8]2[c:9]([Cl:14])[cH:10][cH:11][cH:12][cH:13]2)[cH:6][cH:7]1.[CH2:17]([I:18])[CH3:19].[I:16].[Mg:15]>>[Br-:1].[c:2]1([Mg+:15])[cH:3][cH:4][c:5](-[c:8]2[c:9]([Cl:14])[cH:10][cH:11][cH:12][cH:13]2)[cH:6][cH:7]1. Reactants: N(=NC(=O)OCC)C(=O)OCC (diethyl azodicarboxylate), C1(=CC=CC=C1)P(C1=CC=CC=C1)C1=CC=CC=C1 (triphenylphosphine), FC=1C(=NC=C(C1)O)C1=CC=C(C=C1)OCCCCCCCC (3-fluoro-5-hydroxy-2-(4-octyloxyphenyl)pyridine), C(CCCCCCC)O (1-octanol). Run in O1CCCC1 (tetrahydrofuran). Run at time 30 minute. The product is FC=1C(=NC=C(C1)OCCCCCCCC)C1=CC=C(C=C1)OCCCCCCCC (3-fluoro-5-octyloxy-2-(4-octyloxyphenyl)pyridine). Yield: 41.7%. Reaction SMILES: N(C(OCC)=O)=NC(OCC)=O.C1(P(C2C=CC=CC=2)C2C=CC=CC=2)C=CC=CC=1.[F:32][C:33]1[C:34]([C:40]2[CH:45]=[CH:44][C:43]([O:46][CH2:47][CH2:48][CH2:49][CH2:50][CH2:51][CH2:52][CH2:53][CH3:54])=[CH:42][CH:41]=2)=[N:35][CH:36]=[C:37]([OH:39])[CH:38]=1.[CH2:55](O)[CH2:56][CH2:57][CH2:58][CH2:59][CH2:60][CH2:61][CH3:62]>O1CCCC1>[F:32][C:33]1[C:34]([C:40]2[CH:41]=[CH:42][C:43]([O:46][CH2:47][CH2:48][CH2:49][CH2:50][CH2:51][CH2:52][CH2:53][CH3:54])=[CH:44][CH:45]=2)=[N:35][CH:36]=[C:37]([O:39][CH2:55][CH2:56][CH2:57][CH2:58][CH2:59][CH2:60][CH2:61][CH3:62])[CH:38]=1. Reported procedure: 2.00 g (11.5 mmol) of diethyl azodicarboxylate are added dropwise at 0° C. to 3.00 g (11.5 mmol) of triphenylphosphine in 50 ml of tetrahydrofuran, and the mixture is stirred at room temperature for 30 minutes. 2.42 g (7.7 mmol) of 3-fluoro-5-hydroxy-2-(4-octyloxyphenyl)pyridine and 1.00 g (7.7 mmol) of 1-octanol are subsequently added. After a reaction time of 18 hours at room temperature, the solvent is removed by distillation and the residue is purified by chromatography (silica gel/hexane: e...